From a dataset of the Open Reaction Database (ORD), a public repository of structured organic reaction records. describe an organic reaction: reactants, conditions, products, and yield Reactants: COC=1C=C(C=CC1OC)NC=1N=CC2=C(C3=C(NC(C2)=O)C=C(C=C3)I)N1 (2-(3,4-dimethoxy-phenylamino)-9-iodo-5H,7H-benzo[b]pyrimido[4,5-d]azepin-6-one), C(C#C)O (prop-2-yn-1-ol). Procedure details: In a manner similar to that described for Method O, 2-(3,4-dimethoxy-phenylamino)-9-iodo-5H,7H-benzo[b]pyrimido[4,5-d]azepin-6-one (I-30) and prop-2-yn-1-ol were converted to I-52 (38%): HRMS Calcd. for C23H20N4O4: 417.1562, Found 417.1551. As a reaction SMILES: [CH3:1][O:2][C:3]1[CH:4]=[C:5]([NH:11][C:12]2[N:13]=[CH:14][C:15]3[CH2:21][C:20](=[O:22])[NH:19][C:18]4[CH:23]=[C:24](I)[CH:25]=[CH:26][C:17]=4[C:16]=3[N:28]=2)[CH:6]=[CH:7][C:8]=1[O:9][CH3:10].[CH2:29]([OH:32])[C:30]#[CH:31]>>[CH3:1][O:2][C:3]1[CH:4]=[C:5]([NH:11][C:12]2[N:13]=[CH:14][C:15]3[CH2:21][C:20](=[O:22])[NH:19][C:18]4[CH:23]=[C:24]([C:31]#[C:30][CH2:29][OH:32])[CH:25]=[CH:26][C:17]=4[C:16]=3[N:28]=2)[CH:6]=[CH:7][C:8]=1[O:9][CH3:10]. The product is COC=1C=C(C=CC1OC)NC=1N=CC2=C(C3=C(NC(C2)=O)C=C(C=C3)C#CCO)N1 (2-(3,4-Dimethoxy-phenylamino)-9-(3-hydroxy-prop-1-ynyl)-5H,7H-benzo[b]pyrimido[4,5-d]azepin-6-one). Reactants: CN(C)CCN1C(=O)COc2cc([N+](=O)[O-])ccc21, CCO. Yields the product CN(C)CCN1C(=O)COc2cc(N)ccc21. As a reaction SMILES: [CH3:1][N:2]([CH2:3][CH2:4][N:5]1[c:6]2[c:7]([cH:12][c:13]([N+:16]([O-:17])=[O:18])[cH:14][cH:15]2)[O:8][CH2:9][C:10]1=[O:11])[CH3:19].[CH3:20][CH2:21][OH:22]>>[CH3:1][N:2]([CH2:3][CH2:4][N:5]1[c:6]2[c:7]([cH:12][c:13]([NH2:16])[cH:14][cH:15]2)[O:8][CH2:9][C:10]1=[O:11])[CH3:19].